This data is from the Open Reaction Database (ORD), a public repository of structured organic reaction records. The task is: describe an organic reaction: reactants, conditions, products, and yield As a reaction SMILES: [NH2:1][C:2]1[S:3][C:4]([I:11])=[C:5]([C:7]([F:10])([F:9])[F:8])[N:6]=1.[Cl:12][C:13]1[CH:21]=[CH:20][CH:19]=[C:18]([Cl:22])[C:14]=1[C:15](Cl)=[O:16].Cl>N1C=CC=CC=1>[I:11][C:4]1[S:3][C:2]([NH:1][C:15](=[O:16])[C:14]2[C:13]([Cl:12])=[CH:21][CH:20]=[CH:19][C:18]=2[Cl:22])=[N:6][C:5]=1[C:7]([F:10])([F:8])[F:9]. Yield: 70.8%. Starting materials: Cl (hydrochloric acid), NC=1SC(=C(N1)C(F)(F)F)I (2-Amino-5-iodo-4-trifluoromethylthiazole), ice water, ClC1=C(C(=O)Cl)C(=CC=C1)Cl (2,6-dichlorobenzoylchloride). Reported procedure: 2-Amino-5-iodo-4-trifluoromethylthiazole (0.8 g) was dissolved in pyridine (3 ml) and 2,6-dichlorobenzoylchloride (0.6 g) was added at room temperature with stirring. The mixture was stirred for 1 day at room temperature. The mixture was poured into ice water and acidified with aqueous hydrochloric acid then extracted with chloroform. The chloroform layer was dried over magnesium sulfate and the solvent was removed under reduced pressure. The solid thus obtained was recrystallized from methanol ... The solvent is N1=CC=CC=C1 (pyridine). The product is IC1=C(N=C(S1)NC(C1=C(C=CC=C1Cl)Cl)=O)C(F)(F)F (N-(5-iodo-4-trifluoromethylthiazol-2-yl)-2,6-dichlorobenzamide). Starting materials: CC([C@@H]1CC[C@H]([C@H](O1)O[C@@H]2[C@H]([C@@H]([C@@H]([C@H]([C@H]2O)N(C)C(=O)CN)OC)O)N)N)N.OS(=O)(=O)O.OS(=O)(=O)O (Fortimicin A sulfate), [NH4+] (ammonium). Solvent: I (hydriodic acid), O (water). Run at temperature 62 celsius, time 20 hour. The product is CC(C1CCC(C(O1)OC2C(C(C(C(C2O)N(C)C(=O)CN)O)O)N)N)N (3-O-Demethylfortimicin A). The yield is 25.0%. RXN SMILES: [CH3:1][CH:2]([NH2:28])[C@H:3]1[O:8][C@H:7]([O:9][C@H:10]2[C@H:15]([OH:16])[C@H:14]([N:17]([C:19]([CH2:21][NH2:22])=[O:20])[CH3:18])[C@@H:13]([O:23]C)[C@@H:12]([OH:25])[C@@H:11]2[NH2:26])[C@H:6]([NH2:27])[CH2:5][CH2:4]1.OS(O)(=O)=O.OS(O)(=O)=O.[NH4+]>I.O>[CH3:1][CH:2]([NH2:28])[CH:3]1[O:8][CH:7]([O:9][CH:10]2[CH:15]([OH:16])[CH:14]([N:17]([C:19]([CH2:21][NH2:22])=[O:20])[CH3:18])[CH:13]([OH:23])[CH:12]([OH:25])[CH:11]2[NH2:26])[CH:6]([NH2:27])[CH2:5][CH2:4]1 |f:0.1.2|. Reported procedure: Fortimicin A sulfate (1.48 g, 2.46 mmole) was dissolved in 160 ml of 48% hydriodic acid at room temperature. The solution was stirred and the temperature gradually raised to 62° C. Stirring was continued at 62° C. for 20 hours. The solution was diluted with 160 ml of water and passed through a 1.5 l. column of "Amberlite" lRC-50 in the ammonium form. The column was washed with water and eluted with an ammonium hydroxide gradient as described in Example 1 resulting in the recovery of 3-O-demethyl... Starting materials: OC1=CC=C(C=C1)N1CCN(CC1)CC1=NC=CC=C1 (4-(4-hydroxyphenyl)-1(pyrid-2-ylmethyl)piperazine), BrCC1(OCC(O1)COS(=O)(=O)C)C1=C(C=C(C=C1)Cl)Cl (2-bromomethyl-2-(2,4-dichlorophenyl)-4-methanesulfonyloxymethyl-1,3-dioxolane), [OH-].[Na+] (sodium hydroxide). The reagents and catalysts are [Br-].C(CCC)[N+](CCCC)(CCCC)CCCC (tetrabutylammonium bromide). Run in C1(=CC=CC=C1)C (toluene). Run at temperature 65 celsius, time 3 hour. Product: BrCC1(OCC(O1)COC1=CC=C(C=C1)N1CCN(CC1)CC1=NC=CC=C1)C1=C(C=C(C=C1)Cl)Cl (2-bromomethyl-2-(2,4-dichlorophenyl)-4-[4-(4-(pyrid-2-ylmethyl)piperazin-1-yl)phenoxymethyl]-1,3-dioxolane). Yield: 72.5%. As a reaction SMILES: [OH:1][C:2]1[CH:7]=[CH:6][C:5]([N:8]2[CH2:13][CH2:12][N:11]([CH2:14][C:15]3[CH:20]=[CH:19][CH:18]=[CH:17][N:16]=3)[CH2:10][CH2:9]2)=[CH:4][CH:3]=1.[Br:21][CH2:22][C:23]1([C:34]2[CH:39]=[CH:38][C:37]([Cl:40])=[CH:36][C:35]=2[Cl:41])[O:27][CH:26]([CH2:28]OS(C)(=O)=O)[CH2:25][O:24]1.[OH-].[Na+]>[Br-].C([N+](CCCC)(CCCC)CCCC)CCC.C1(C)C=CC=CC=1>[Br:21][CH2:22][C:23]1([C:34]2[CH:39]=[CH:38][C:37]([Cl:40])=[CH:36][C:35]=2[Cl:41])[O:27][CH:26]([CH2:28][O:1][C:2]2[CH:3]=[CH:4][C:5]([N:8]3[CH2:13][CH2:12][N:11]([CH2:14][C:15]4[CH:20]=[CH:19][CH:18]=[CH:17][N:16]=4)[CH2:10][CH2:9]3)=[CH:6][CH:7]=2)[CH2:25][O:24]1 |f:2.3,4.5|. Reported procedure: A mixture of 3.77 g (14 mmol) of 4-(4-hydroxyphenyl)-1(pyrid-2-ylmethyl)piperazine, 200 ml of toluene, 5.88 g (14 mmol) of 2-bromomethyl-2-(2,4-dichlorophenyl)-4-methanesulfonyloxymethyl-1,3-dioxolane, 0.80 g of tetrabutylammonium bromide and 27 ml of 50% strength sodium hydroxide solution was stirred vigorously for 3 hours at 65° C. The phases were subsequently separated at room temperature. The toluene solution was shaken three times with water, dried, filtered and evaporated in vacuo. The res... The reactants are CC(=O)O, CO, COC(=O)c1ccc(Cn2ccc3cc(-c4cc(C(=O)NC5CC5)ccc4C)ccc3c2=O)cc1, [Na+], [OH-]. The product is Cc1ccc(C(=O)NC2CC2)cc1-c1ccc2c(=O)n(Cc3ccc(C(=O)O)cc3)ccc2c1. Reaction SMILES: [CH3:38][C:39](=[O:40])[OH:41].[CH3:42][OH:43].[CH:1]1([NH:4][C:5](=[O:6])[c:7]2[cH:8][cH:9][c:10]([CH3:35])[c:11](-[c:13]3[cH:14][c:15]4[cH:16][cH:17][n:18]([CH2:24][c:25]5[cH:26][cH:27][c:28]([C:29](=[O:30])[O:31][CH3:32])[cH:33][cH:34]5)[c:19](=[O:23])[c:20]4[cH:21][cH:22]3)[cH:12]2)[CH2:2][CH2:3]1.[Na+:37].[OH-:36]>>[CH:1]1([NH:4][C:5](=[O:6])[c:7]2[cH:8][cH:9][c:10]([CH3:35])[c:11](-[c:13]3[cH:14][c:15]4[cH:16][cH:17][n:18]([CH2:24][c:25]5[cH:26][cH:27][c:28]([C:29](=[O:30])[OH:31])[cH:33][cH:34]5)[c:19](=[O:23])[c:20]4[cH:21][cH:22]3)[cH:12]2)[CH2:2][CH2:3]1. Reactants: C1(CC1)C=1NC2=CC=CC=C2C1CC=1C=NC=CC1 (2-cyclopropyl-3-(3-pyridylmethyl)indole), C(C(=C)C)(=O)[O-] (methacrylate), CO (methanol). Solvent: O1CCCC1 (tetrahydrofuran). Product: C(=O)(OC)CCN1C(=C(C2=CC=CC=C12)CC=1C=NC=CC1)C1CC1 (1-(2-carbomethoxyethyl)-2-cyclopropyl-3-(3-pyridylmethyl)indole). RXN SMILES: [CH:1]1([C:4]2[NH:5][C:6]3[C:11]([C:12]=2[CH2:13][C:14]2[CH:15]=[N:16][CH:17]=[CH:18][CH:19]=2)=[CH:10][CH:9]=[CH:8][CH:7]=3)[CH2:3][CH2:2]1.[C:20]([O-:25])(=[O:24])[C:21](C)=[CH2:22].[CH3:26]O>O1CCCC1>[C:20]([CH2:21][CH2:22][N:5]1[C:6]2[C:11](=[CH:10][CH:9]=[CH:8][CH:7]=2)[C:12]([CH2:13][C:14]2[CH:15]=[N:16][CH:17]=[CH:18][CH:19]=2)=[C:4]1[CH:1]1[CH2:2][CH2:3]1)([O:25][CH3:26])=[O:24]. Procedure: A mixture of 2-cyclopropyl-3-(3-pyridylmethyl)indole (1.98 g), methacrylate (2.06 g) and "Triton B" in methanol (0.5 ml) in tetrahydrofuran (50 ml) was heated under reflux for 4 hours and then evaporated. The residue was dissolved in ethyl acetate and the solution was washed with water and dried (Na2SO4). Evaporation of the solvent gave an oil which was chromatographed on silica gel. Elution with a mixture of chloroform and petrol (b.p. 40°-60°) (3:1) gave 1-(2-carbomethoxyethyl)-2-cyclopropyl-3... Reactants: B, Cc1cnc(C(=O)O)c(C)c1Cl, C1CCOC1, C1CCOC1, CN(C)C=O, [Cl-], [Na+], O. The product is Cc1cnc(CO)c(C)c1Cl. As a reaction SMILES: [BH3:13].[C:1](=[O:2])([OH:3])[c:4]1[n:5][cH:6][c:7]([CH3:12])[c:8]([Cl:11])[c:9]1[CH3:10].[CH2:14]1[O:15][CH2:16][CH2:17][CH2:18]1.[CH2:19]1[O:20][CH2:21][CH2:22][CH2:23]1.[CH3:27][N:28]([CH3:29])[CH:30]=[O:31].[Cl-:26].[Na+:25].[OH2:24]>>[CH2:1]([OH:2])[c:4]1[n:5][cH:6][c:7]([CH3:12])[c:8]([Cl:11])[c:9]1[CH3:10].